This data is from the Open Reaction Database (ORD), a public repository of structured organic reaction records. The task is: describe an organic reaction: reactants, conditions, products, and yield Starting materials: C(C)OC(CCC1=CN(C2=CC=CC=C12)CC1=C(C=C(C=C1)Cl)Cl)=O (3-[1-(2,4-Dichlorobenzyl)-1H-indol-3-yl]-propionic acid ethyl ester), solution, C[Al](C)C (trimethyl aluminium), O (water), NCCN (1,2-diaminoethane). Solvent: C1(=CC=CC=C1)C (toluene), C1(=CC=CC=C1)C (toluene), C1(=CC=CC=C1)C (toluene). Reaction conditions: temperature 0 celsius. The product is ClC1=C(CN2C=C(C3=CC=CC=C23)CCC=2NCCN2)C=CC(=C1)Cl (2-{2-[1-(2,4-Dichlorobenzyl)-1H-indol-3-yl]-ethyl}4,5-dihydro-1H-imidazole). Reaction SMILES: C[Al](C)C.[NH2:5][CH2:6][CH2:7][NH2:8].C(O[C:12](=O)[CH2:13][CH2:14][C:15]1[C:23]2[C:18](=[CH:19][CH:20]=[CH:21][CH:22]=2)[N:17]([CH2:24][C:25]2[CH:30]=[CH:29][C:28]([Cl:31])=[CH:27][C:26]=2[Cl:32])[CH:16]=1)C.O>C1(C)C=CC=CC=1>[Cl:32][C:26]1[CH:27]=[C:28]([Cl:31])[CH:29]=[CH:30][C:25]=1[CH2:24][N:17]1[C:18]2[C:23](=[CH:22][CH:21]=[CH:20][CH:19]=2)[C:15]([CH2:14][CH2:13][C:12]2[NH:5][CH2:6][CH2:7][N:8]=2)=[CH:16]1. Procedure details: A 2M solution of trimethyl aluminium in toluene (3.32 ml) was diluted with dry toluene (30 ml), cooled to 0° C. and 1,2-diaminoethane (0.43 ml) was added. The mixture was brought to ambient temperature and a solution of 2.5 g of 3-[1-(2,4-Dichlorobenzyl)-1H-indol-3-yl]-propionic acid ethyl ester in dry toluene (20 ml) was added slowly. The reaction mixture was refluxed for 15 hours, cooled and carefully hydrolysed with water (20 ml). The organic phase was separated, dried over sodium sulphate an... Reactants: Cc1cc(NS(=O)(=O)c2cncc(Br)c2)ccc1CN1CCN(C(=O)OC(C)(C)C)C(C)C1, CC1CN(Cc2ccc(NS(=O)(=O)c3ccc(-c4ccc(F)cc4)nc3)cc2)CC(C)N1C(=O)OC(C)(C)C. Yields the product Cc1cc(NS(=O)(=O)c2cncc(-c3ccc(F)cc3)c2)ccc1CN1CCN(C(=O)OC(C)(C)C)C(C)C1. As a reaction SMILES: [Br:1][c:2]1[cH:3][c:4]([S:8](=[O:9])(=[O:10])[NH:11][c:12]2[cH:13][c:14]([CH3:33])[c:15]([CH2:18][N:19]3[CH2:20][CH:21]([CH3:32])[N:22]([C:25](=[O:26])[O:27][C:28]([CH3:29])([CH3:30])[CH3:31])[CH2:23][CH2:24]3)[cH:16][cH:17]2)[cH:5][n:6][cH:7]1.[F:34][c:35]1[cH:36][cH:37][c:38](-[c:41]2[n:42][cH:43][c:44]([S:45]([NH:46][c:47]3[cH:48][cH:49][c:50]([CH2:51][N:52]4[CH2:53][CH:54]([CH3:55])[N:56]([C:57]([O:58][C:59]([CH3:60])([CH3:61])[CH3:62])=[O:63])[CH:64]([CH3:65])[CH2:66]4)[cH:67][cH:68]3)(=[O:69])=[O:70])[cH:71][cH:72]2)[cH:39][cH:40]1>>[c:2]1(-[c:38]2[cH:37][cH:36][c:35]([F:34])[cH:40][cH:39]2)[cH:3][c:4]([S:8](=[O:9])(=[O:10])[NH:11][c:12]2[cH:13][c:14]([CH3:33])[c:15]([CH2:18][N:19]3[CH2:20][CH:21]([CH3:32])[N:22]([C:25](=[O:26])[O:27][C:28]([CH3:29])([CH3:30])[CH3:31])[CH2:23][CH2:24]3)[cH:16][cH:17]2)[cH:5][n:6][cH:7]1. Starting materials: stannous chloride dihydrate, C1(=CC=CC=C1)[Se]C=1C=CC(=C(N)C1)[N+](=O)[O-] (5-phenylseleno-2-nitroaniline). Run in Cl (hydrochloric acid). Run at time 2 hour. Product: NC1=C(C=C(C=C1)[Se]C1=CC=CC=C1)N (1,2-diamino-4-phenylselenobenzene). Reaction SMILES: [C:1]1([Se:7][C:8]2[CH:9]=[CH:10][C:11]([N+:15]([O-])=O)=[C:12]([CH:14]=2)[NH2:13])[CH:6]=[CH:5][CH:4]=[CH:3][CH:2]=1>Cl>[NH2:15][C:11]1[CH:10]=[CH:9][C:8]([Se:7][C:1]2[CH:6]=[CH:5][CH:4]=[CH:3][CH:2]=2)=[CH:14][C:12]=1[NH2:13]. Procedure details: A solution of stannous chloride dihydrate (50 g.) in concentrated hydrochloric acid (100 ml.) was stirred and heated at 60°-70° C. while 5-phenylseleno-2-nitroaniline (14.6 g.) was added in portions. The mixture was stirred at that temperature for 2 hours, and was then cooled and filtered. The solid product was stirred with concentrated sodium hydroxide solution and extracted with ether. The ether extract was separated and dried, and the solvent was evaporated to give the required starting mater... Starting materials: C[Al](C)C (Trimethylaluminium), Cl.CNC (dimethylamine hydrochloride), C(C)OC(CCC1=C2C=CN(C2=CC=C1)S(=O)(=O)C1=CC=CC=C1)=O (3-[1-(benzenesulphonyl)-1H-indol-4-yl]propionic acid ethyl ester). Solvent: C1=CC=CC=C1 (benzene), C1=CC=CC=C1 (benzene). Yields the product CN(C(CCC1=C2C=CN(C2=CC=C1)S(=O)(=O)C1=CC=CC=C1)=O)C (N,N-Dimethyl-3-[1-( benzenesulphonyl)-1H-indol-4-yl]propionamide). As a reaction SMILES: C[Al](C)C.Cl.[CH3:6][NH:7][CH3:8].C([O:11][C:12](=O)[CH2:13][CH2:14][C:15]1[CH:23]=[CH:22][CH:21]=[C:20]2[C:16]=1[CH:17]=[CH:18][N:19]2[S:24]([C:27]1[CH:32]=[CH:31][CH:30]=[CH:29][CH:28]=1)(=[O:26])=[O:25])C>C1C=CC=CC=1>[CH3:6][N:7]([CH3:8])[C:12](=[O:11])[CH2:13][CH2:14][C:15]1[CH:23]=[CH:22][CH:21]=[C:20]2[C:16]=1[CH:17]=[CH:18][N:19]2[S:24]([C:27]1[CH:32]=[CH:31][CH:30]=[CH:29][CH:28]=1)(=[O:26])=[O:25] |f:1.2|. Reported procedure: Trimethylaluminium (1.4 ml, 2M solution in hexanes) was added to a suspension of dimethylamine hydrochloride (228 mg, 2.8 mmol) in 10 ml benzene. The reaction was allowed to stir for 1 h before dropwise addition of a solution of 3-[1-(benzenesulphonyl)-1H-indol-4-yl]propionic acid ethyl ester (0.5 g, 1.4 mmol) in benzene (10 ml). The reaction was heated at reflux for 18 h, allowed to cool and then quenched by addition of HCl (2N, 5 ml). The reaction was partitioned between H2O-EtOAc. The organic... Starting materials: Cc1cc(Cc2ccc(Br)cc2)oc1C, CN(C)C=O, COc1ccc(C(=O)O)cc1C1CCCC1, O=C(Cl)C(=O)Cl, Cl[Sn](Cl)(Cl)Cl. Yields the product COc1ccc(C(=O)c2c(Cc3ccc(Br)cc3)oc(C)c2C)cc1C1CCCC1. As a reaction SMILES: [Br:28][c:29]1[cH:30][cH:31][c:32]([CH2:33][c:34]2[o:35][c:36]([CH3:40])[c:37]([CH3:39])[cH:38]2)[cH:41][cH:42]1.[CH3:43][N:44]([CH3:45])[CH:46]=[O:47].[CH:1]1([c:6]2[cH:7][c:8]([C:9](=[O:10])[OH:11])[cH:12][cH:13][c:14]2[O:15][CH3:16])[CH2:2][CH2:3][CH2:4][CH2:5]1.[Cl:17][C:18]([C:19]([Cl:20])=[O:21])=[O:22].[Sn:23]([Cl:24])([Cl:25])([Cl:26])[Cl:27]>>[CH:1]1([c:6]2[cH:7][c:8]([C:9](=[O:11])[c:38]3[c:34]([CH2:33][c:32]4[cH:31][cH:30][c:29]([Br:28])[cH:42][cH:41]4)[o:35][c:36]([CH3:40])[c:37]3[CH3:39])[cH:12][cH:13][c:14]2[O:15][CH3:16])[CH2:2][CH2:3][CH2:4][CH2:5]1. Reactants: ClC=1C=2N(C3=CC(=C(C=C3N1)Cl)Cl)C=CN2 (4,7,8-trichloroimidazo[1,2-a]quinoxaline), C1(CCCCC1)N (cyclohexylamine). The product is C1(CCCCC1)NC=1C=2N(C3=CC(=C(C=C3N1)Cl)Cl)C=CN2 (4-cyclohexylamino-7,8-dichloroimidazo[1,2-a] quinoxalin). Reaction SMILES: Cl[C:2]1[C:3]2[N:4]([CH:14]=[CH:15][N:16]=2)[C:5]2[C:10]([N:11]=1)=[CH:9][C:8]([Cl:12])=[C:7]([Cl:13])[CH:6]=2.[CH:17]1([NH2:23])[CH2:22][CH2:21][CH2:20][CH2:19][CH2:18]1>>[CH:17]1([NH:23][C:2]2[C:3]3[N:4]([CH:14]=[CH:15][N:16]=3)[C:5]3[C:10]([N:11]=2)=[CH:9][C:8]([Cl:12])=[C:7]([Cl:13])[CH:6]=3)[CH2:22][CH2:21][CH2:20][CH2:19][CH2:18]1. Procedure: By reacting 4,7,8-trichloroimidazo[1,2-a]quinoxaline example 22 with cyclohexylamine, following a procedure that is similar to that described in example 3, there is obtained 4-cyclohexylamino-7,8-dichloroimidazo[1,2-a] quinoxalin m.p. (DSC)=162.3° C.(onset); IR (KBr): 3332, 2929, 1587, 1550 cm-1 ; 1H-NMR (CDCl3): δ7.8 (2H,m), 7.7 (1H,s), 7.55 (1H,d, J=2 Hz), 6.2 (1H,d), 4.4 (1H,m), 2.3÷1.2 (10H,m); UV (EtOH): λmax =234, 274, 292, 304, 330, 345 nm. Elementary analysis for C16H16Cl2N4 (m.w. 344.25... The reactants are ClC1=CC=C2C=C(N=C(C2=C1)O[C@@H]1CN(CC1)C(=O)OC(C)(C)C)C#N ((S)-tert-butyl 3-((7-chloro-3-cyanoisoquinolin-1-yl)oxy)pyrrolidine-1-carboxylate), NN.O (NH2NH2.H2O). Run in CO (MeOH). Product: ClC1=CC=C2C=C(N=C(C2=C1)O[C@@H]1CN(CC1)C(=O)OC(C)(C)C)C(=N)NN ((S)-tert-butyl 3-((7-chloro-3-(hydrazinyl(imino)methyl)isoquinolin-1-yl)oxy)pyrrolidine-1-carboxylate). As a reaction SMILES: [Cl:1][C:2]1[CH:11]=[C:10]2[C:5]([CH:6]=[C:7]([C:25]#[N:26])[N:8]=[C:9]2[O:12][C@H:13]2[CH2:17][CH2:16][N:15]([C:18]([O:20][C:21]([CH3:24])([CH3:23])[CH3:22])=[O:19])[CH2:14]2)=[CH:4][CH:3]=1.[NH2:27][NH2:28].O>CO>[Cl:1][C:2]1[CH:11]=[C:10]2[C:5]([CH:6]=[C:7]([C:25]([NH:27][NH2:28])=[NH:26])[N:8]=[C:9]2[O:12][C@H:13]2[CH2:17][CH2:16][N:15]([C:18]([O:20][C:21]([CH3:23])([CH3:22])[CH3:24])=[O:19])[CH2:14]2)=[CH:4][CH:3]=1 |f:1.2|. Reported procedure: To a mixture of (S)-tert-butyl 3-((7-chloro-3-cyanoisoquinolin-1-yl)oxy)pyrrolidine-1-carboxylate (300 mg, 1.61 mmol) in MeOH (4 mL) was added NH2NH2.H2O (5 mL). The resulting mixture was heated to reflux for 2 hours. The solvents were removed in vacuo to give the title compound, which was used without further purification. ESI-MS m/z [M+H]+ 406.1. Starting materials: C1CNCCN1, CC(C)=O, FC(F)c1nc2ccccc2n1-c1nc(Cl)nc(N2CCOCC2)n1, O. Yields the product FC(F)c1nc2ccccc2n1-c1nc(N2CCNCC2)nc(N2CCOCC2)n1. RXN SMILES: [CH2:26]1[CH2:27][NH:28][CH2:29][CH2:30][NH:31]1.[CH3:32][C:33](=[O:34])[CH3:35].[Cl:1][c:2]1[n:3][c:4]([N:20]2[CH2:21][CH2:22][O:23][CH2:24][CH2:25]2)[n:5][c:6](-[n:8]2[c:9]([CH:17]([F:18])[F:19])[n:10][c:11]3[c:12]2[cH:13][cH:14][cH:15][cH:16]3)[n:7]1.[OH2:36]>>[c:2]1([N:28]2[CH2:27][CH2:26][NH:31][CH2:30][CH2:29]2)[n:3][c:4]([N:20]2[CH2:21][CH2:22][O:23][CH2:24][CH2:25]2)[n:5][c:6](-[n:8]2[c:9]([CH:17]([F:18])[F:19])[n:10][c:11]3[c:12]2[cH:13][cH:14][cH:15][cH:16]3)[n:7]1. Starting materials: CC(C)(C)OC(=O)N1CCC(Sc2nc3ccccc3s2)CC1, CC(=O)N1CCC(C(=O)N(CCCCl)c2cccc(Cl)c2)CC1, O=C([O-])[O-], CCOC(C)=O, ClCCl, [I-], [K+], [K+], [K+], O=C(O)C(F)(F)F. The product is CC(=O)N1CCC(C(=O)N(CCCN2CCC(Sc3nc4ccccc4s3)CC2)c2cccc(Cl)c2)CC1, Cl. RXN SMILES: [C:1]([O:2][C:6](=[O:3])[N:8]1[CH2:9][CH2:10][CH:11]([S:14][c:15]2[s:16][c:17]3[c:18]([n:19]2)[cH:20][cH:21][cH:22][cH:23]3)[CH2:12][CH2:13]1)([CH3:4])([CH3:5])[CH3:7].[C:31]([CH3:32])(=[O:33])[N:34]1[CH2:35][CH2:36][CH:37]([C:40](=[O:41])[N:42]([CH2:43][CH2:44][CH2:45][Cl:46])[c:47]2[cH:48][c:49]([Cl:53])[cH:50][cH:51][cH:52]2)[CH2:38][CH2:39]1.[C:54](=[O:55])([O-:56])[O-:57].[CH3:65][CH2:66][O:67][C:68](=[O:69])[CH3:70].[Cl:62][CH2:63][Cl:64].[I-:61].[K+:58].[K+:59].[K+:60].[OH:24][C:25]([C:26]([F:27])([F:28])[F:29])=[O:30]>>[CH2:6]([N:8]1[CH2:9][CH2:10][CH:11]([S:14][c:15]2[s:16][c:17]3[c:18]([n:19]2)[cH:20][cH:21][cH:22][cH:23]3)[CH2:12][CH2:13]1)[CH2:44][CH2:43][N:42]([C:40]([CH:37]1[CH2:36][CH2:35][N:34]([C:31]([CH3:32])=[O:33])[CH2:39][CH2:38]1)=[O:41])[c:47]1[cH:48][c:49]([Cl:53])[cH:50][cH:51][cH:52]1.[ClH:46]. The reactants are CN(C=O)C (dimethylformamide), CCC1=C(C=CC(=C1)O)OC(=O)C (ethyl 4-hydroxyphenyl acetate), C(CCCCCCCCCCC)Br (dodecyl bromide), C([O-])([O-])=O.[K+].[K+] (potassium carbonate). The solvent is O (water). Conditions: temperature 100 celsius, time 1 hour. The product is C(CCCCCCCCCCC)OC1=CC=C(C=C1)CC(=O)O (4-dodecyloxyphenylacetic acid). Yield: 63.0%. RXN SMILES: [CH3:1]N(C)C=O.CC[C:8]1[CH:13]=[C:12](O)[CH:11]=[CH:10][C:9]=1[O:15][C:16]([CH3:18])=O.C(Br)C[CH2:21][CH2:22][CH2:23][CH2:24][CH2:25][CH2:26][CH2:27][CH2:28][CH2:29][CH3:30].[C:32](=[O:35])([O-])[O-:33].[K+].[K+]>O>[CH2:16]([O:15][C:9]1[CH:8]=[CH:13][C:12]([CH2:1][C:32]([OH:33])=[O:35])=[CH:11][CH:10]=1)[CH2:18][CH2:30][CH2:29][CH2:28][CH2:27][CH2:26][CH2:25][CH2:24][CH2:23][CH2:22][CH3:21] |f:3.4.5|. Procedure: To a dimethylformamide (DMF, 100 ml) solution of ethyl 4-hydroxyphenyl acetate (18 g, 0.1 mol.) and dodecyl bromide (25 g, 0.1 mol.) was added potassium carbonate (15 g, 0.1 mol.). The mixture was stirred at 100° C. for one hour. To the reaction solution, after cooling, was added water (200 ml), which was subjected to extraction with isopropyl ether (IPE). The organic layer was washed with water, dried and concentrated under reduced pressure. The concentrate was dissolved in a mixture of methano...